From a dataset of the Open Reaction Database (ORD), a public repository of structured organic reaction records. describe an organic reaction: reactants, conditions, products, and yield The reactants are C[O-].[Na+].CO (Sodium methoxide methanol), C(C)OC(=O)C1=NN(C(=C1)C1=NC=CC=C1)C=1N=NC(=CC1)Cl (1-(6-chloro-3-pyridazinyl)-5-(2-pyridyl)pyrazole-3-carboxylic acid ethyl ester), resultant mixture. The solvent is CO (methanol). The product is COC(=O)C1=NN(C(=C1)C1=NC=CC=C1)C=1N=NC(=CC1)OC (1-(6-Methoxy-3-pyridazinyl)-5-(2-pyridyl)pyrazole-3-carboxylic acid methyl ester). RXN SMILES: [CH3:1][O-:2].[Na+].CO.[CH2:6]([O:8][C:9]([C:11]1[CH:15]=[C:14]([C:16]2[CH:21]=[CH:20][CH:19]=[CH:18][N:17]=2)[N:13]([C:22]2[N:23]=[N:24][C:25](Cl)=[CH:26][CH:27]=2)[N:12]=1)=[O:10])C>CO>[CH3:6][O:8][C:9]([C:11]1[CH:15]=[C:14]([C:16]2[CH:21]=[CH:20][CH:19]=[CH:18][N:17]=2)[N:13]([C:22]2[N:23]=[N:24][C:25]([O:2][CH3:1])=[CH:26][CH:27]=2)[N:12]=1)=[O:10] |f:0.1.2|. Procedure details: 28% Sodium methoxide-methanol (3 mL) was added to the above-obtained 1-(6-chloro-3-pyridazinyl)-5-(2-pyridyl)pyrazole-3-carboxylic acid ethyl ester (1.50 g) in methanol (45 mL), and the resultant mixture was refluxed under heat for 2 hours, and then cooled in air. The reaction solvent was removed under reduced pressure, and the residue was partitioned by use of ethyl acetate and saturated aqueous sodium hydrogencarbonate. The organic layer was dried over magnesium sulfate anhydrate, followed by ...